Dataset: the Open Reaction Database (ORD), a public repository of structured organic reaction records. Task: describe an organic reaction: reactants, conditions, products, and yield Product: BrC/C(=C/C(=O)OCC)/C (ethyl 4-bromo-3-methylcrotonate). RXN SMILES: [CH3:1][C:2]([CH3:9])=[CH:3][C:4]([O:6][CH2:7][CH3:8])=[O:5].[Br:10]N1C(=O)CCC1=O.C(OOC(=O)C1C=CC=CC=1)(=O)C1C=CC=CC=1>C1C=CC=CC=1>[Br:10][CH2:1]/[C:2](/[CH3:9])=[CH:3]/[C:4]([O:6][CH2:7][CH3:8])=[O:5]. The solvent is C1=CC=CC=C1 (benzene). The reactants are CC(=CC(=O)OCC)C (ethyl 3,3-dimethylacrylate), BrN1C(CCC1=O)=O (N-bromosuccinimide), C(C1=CC=CC=C1)(=O)OOC(C1=CC=CC=C1)=O (benzoyl peroxide). Procedure details: A mixture of ethyl 3,3-dimethylacrylate (12.8g, 100 mmol), N-bromosuccinimide (11.8g, 66 mmol), dry benzene (50 ml) and benzoyl peroxide (20 mg) was heated under reflux for 0.5h. After cooling, filtration, concentration and distillation, ethyl 4-bromo-3-methylcrotonate was obtained. The latter (33.8 mmol) was added dropwise to triethylphosphite (47.17 mmol) at 100°. The mixture was warmed to 150o and the residue purified by distillation to give triethyl 4-phosphono-3-methylcrotonate (b.p. 120° a... Reactants: C(#N)C1(CCN(CC1)S(=O)(=O)CCC)N1CCN(CC1)C(=O)OC(C)(C)C (tert-Butyl 4-[4-cyano-1-(propylsulfonyl)piperidin-4-yl]piperazine-1-carboxylate), [H-].[Al+3].[Li+].[H-].[H-].[H-] (lithium aluminium hydride). Yields the product CN1CCN(CC1)C1(CCN(CC1)S(=O)(=O)CCC)CN ({[4-(4-methylpiperazin-1-yl)-1-(propylsulfonyl)piperidin-4-yl]methyl}amine). RXN SMILES: [C:1]([C:3]1([N:15]2[CH2:20][CH2:19][N:18]([C:21](OC(C)(C)C)=O)[CH2:17][CH2:16]2)[CH2:8][CH2:7][N:6]([S:9]([CH2:12][CH2:13][CH3:14])(=[O:11])=[O:10])[CH2:5][CH2:4]1)#[N:2].[H-].[Al+3].[Li+].[H-].[H-].[H-]>>[CH3:21][N:18]1[CH2:17][CH2:16][N:15]([C:3]2([CH2:1][NH2:2])[CH2:8][CH2:7][N:6]([S:9]([CH2:12][CH2:13][CH3:14])(=[O:11])=[O:10])[CH2:5][CH2:4]2)[CH2:20][CH2:19]1 |f:1.2.3.4.5.6|. Procedure: tert-Butyl 4-[4-cyano-1-(propylsulfonyl)piperidin-4-yl]piperazine-1-carboxylate was reacted with lithium aluminium hydride as in Scheme 5 to give {[4-(4-methylpiperazin-1-yl)-1-(propylsulfonyl)piperidin-4-yl]methyl}amine as a clear oil. m/z (M++H) 319. Reactants: CC(C(=O)NC1=CC(=CC=C1)C1CCN(CC1)CCCC(C1=CC=CC=C1)=O)C (2-methyl-N-{3-[1-(4-oxo-4-phenylbutyl)-4-piperidinyl]phenyl}propanamide), CN(N)C1=CC=CC=C1 (1-methyl-1-phenylhydrazine). The product is CC(C(=O)NC1=CC(=CC=C1)C1CCN(CC1)CCC1=C(N(C2=CC=CC=C12)C)C1=CC=CC=C1)C (2-METHYL-N-(3-{1-[2-(1-METHYL-2-PHENYL-1H-INDOL-3-YL)ETHYL]-4-PIPERIDINYL}PHENYL)PROPANAMIDE). Reaction SMILES: [CH3:1][CH:2]([CH3:29])[C:3]([NH:5][C:6]1[CH:11]=[CH:10][CH:9]=[C:8]([CH:12]2[CH2:17][CH2:16][N:15]([CH2:18][CH2:19][CH2:20][C:21](=O)[C:22]3[CH:27]=[CH:26][CH:25]=[CH:24][CH:23]=3)[CH2:14][CH2:13]2)[CH:7]=1)=[O:4].[CH3:30][N:31]([C:33]1[CH:38]=[CH:37][CH:36]=[CH:35][CH:34]=1)N>>[CH3:1][CH:2]([CH3:29])[C:3]([NH:5][C:6]1[CH:11]=[CH:10][CH:9]=[C:8]([CH:12]2[CH2:17][CH2:16][N:15]([CH2:18][CH2:19][C:20]3[C:38]4[C:33](=[CH:34][CH:35]=[CH:36][CH:37]=4)[N:31]([CH3:30])[C:21]=3[C:22]3[CH:27]=[CH:26][CH:25]=[CH:24][CH:23]=3)[CH2:14][CH2:13]2)[CH:7]=1)=[O:4]. Procedure: Prepared by Procedure E and Scheme M using 2-methyl-N-{3-[1-(4-oxo-4-phenylbutyl)-4-piperidinyl]phenyl}propanamide and 1-methyl-1-phenylhydrazine: ESMS m/e: 480.3 (M+H)+. The reactants are N1=CC=C(C=C1)CC1(C2=CC=CC=C2C=2C=CC(=CC12)[N+](=O)[O-])CC1=CC=NC=C1 (9,9-bis(4-pyridinylmethyl)-2-nitrofluorene), Cl (hydrochloric acid), [OH-].[K+] (KOH). The reagents and catalysts are [Fe] (iron), [OH-].[Fe+2].[OH-] (iron hydroxide). Run in C(C)O.O (ethanol water). The product is N1=CC=C(C=C1)CC1(C2=CC=CC=C2C=2C=CC(=CC12)N)CC1=CC=NC=C1 (9,9-Bis(4-pyridinylmethyl)-2-aminofluorene). Isolated yield 82.5%. As a reaction SMILES: [N:1]1[CH:6]=[CH:5][C:4]([CH2:7][C:8]2([CH2:24][C:25]3[CH:30]=[CH:29][N:28]=[CH:27][CH:26]=3)[C:20]3[CH:19]=[C:18]([N+:21]([O-])=O)[CH:17]=[CH:16][C:15]=3[C:14]3[C:9]2=[CH:10][CH:11]=[CH:12][CH:13]=3)=[CH:3][CH:2]=1.Cl.[OH-].[K+]>C(O)C.O.[Fe].[OH-].[Fe+2].[OH-]>[N:1]1[CH:6]=[CH:5][C:4]([CH2:7][C:8]2([CH2:24][C:25]3[CH:26]=[CH:27][N:28]=[CH:29][CH:30]=3)[C:20]3[CH:19]=[C:18]([NH2:21])[CH:17]=[CH:16][C:15]=3[C:14]3[C:9]2=[CH:10][CH:11]=[CH:12][CH:13]=3)=[CH:3][CH:2]=1 |f:2.3,4.5,7.8.9|. Reported procedure: 1.68 g (4.27 mmole) of 9,9-bis(4-pyridinylmethyl)-2-nitrofluorene was suspended in 5 ml of ethanol/water (1:1) and 1.43 g of powdered iron was added. The mixture was heated to boiling and 0.3 ml conc. hydrochloric acid was added dropwise. After completion of addition, the mixture was refluxed 2 hrs. The cooled mixture was basified with KOH, iron hydroxide filtered off and the filtrate evaporated. The residue was dissolved in ether-CH2Cl2 (3:1), washed with water, saturated sodium chloride, dried... The reactants are COCCN1C(=O)Cc2cnc(N3CCN(Cc4ccccc4)CC3)nc21, CCO. Product: COCCN1C(=O)Cc2cnc(N3CCNCC3)nc21. Reaction SMILES: [CH2:1]([c:2]1[cH:3][cH:4][cH:5][cH:6][cH:7]1)[N:8]1[CH2:9][CH2:10][N:11]([c:14]2[n:15][cH:16][c:17]3[c:18]([n:19]2)[N:20]([CH2:24][CH2:25][O:26][CH3:27])[C:21](=[O:23])[CH2:22]3)[CH2:12][CH2:13]1.[CH3:28][CH2:29][OH:30]>>[NH:8]1[CH2:9][CH2:10][N:11]([c:14]2[n:15][cH:16][c:17]3[c:18]([n:19]2)[N:20]([CH2:24][CH2:25][O:26][CH3:27])[C:21](=[O:23])[CH2:22]3)[CH2:12][CH2:13]1. Starting materials: COC(=O)CC(NC(=O)C1(NC(=O)OC(C)(C)C)CCN(c2ncnc3[nH]ccc23)CC1)c1ccc(Cl)cc1, C1CCOC1, [Li+], [OH-], O. The product is CC(C)(C)OC(=O)NC1(C(=O)NC(CC(=O)[O-])c2ccc(Cl)cc2)CCN(c2ncnc3[nH]ccc23)CC1, [Li+]. As a reaction SMILES: [C:3]([CH3:4])([CH3:5])([CH3:6])[O:7][C:8](=[O:9])[NH:10][C:11]1([C:26](=[O:27])[NH:28][CH:29]([CH2:30][C:31](=[O:32])[O:33][CH3:34])[c:35]2[cH:36][cH:37][c:38]([Cl:41])[cH:39][cH:40]2)[CH2:12][CH2:13][N:14]([c:17]2[c:18]3[c:19]([n:20][cH:21][n:22]2)[nH:23][cH:24][cH:25]3)[CH2:15][CH2:16]1.[CH2:43]1[O:44][CH2:45][CH2:46][CH2:47]1.[Li+:1].[OH-:2].[OH2:42]>>[C:3]([CH3:4])([CH3:5])([CH3:6])[O:7][C:8](=[O:9])[NH:10][C:11]1([C:26](=[O:27])[NH:28][CH:29]([CH2:30][C:31](=[O:32])[O-:33])[c:35]2[cH:36][cH:37][c:38]([Cl:41])[cH:39][cH:40]2)[CH2:12][CH2:13][N:14]([c:17]2[c:18]3[c:19]([n:20][cH:21][n:22]2)[nH:23][cH:24][cH:25]3)[CH2:15][CH2:16]1.[Li+:1]. Procedure: This was prepared by the method of Example 43(a) using 4-bromo-2,5-difluorobenzonitrile and (R)-α-(2-chloroethyl)benzenemethanol. The reactants are BrC1=CC(=C(C#N)C=C1F)F (4-bromo-2,5-difluorobenzonitrile), ClCC[C@@H](O)C1=CC=CC=C1 ((R)-α-(2-chloroethyl)benzenemethanol). RXN SMILES: [Br:1][C:2]1[C:9]([F:10])=[CH:8][C:5]([C:6]#[N:7])=[C:4](F)[CH:3]=1.[Cl:12][CH2:13][CH2:14][C@H:15]([C:17]1[CH:22]=[CH:21][CH:20]=[CH:19][CH:18]=1)[OH:16]>>[Br:1][C:2]1[C:9]([F:10])=[CH:8][C:5]([C:6]#[N:7])=[C:4]([O:16][C@@H:15]([C:17]2[CH:22]=[CH:21][CH:20]=[CH:19][CH:18]=2)[CH2:14][CH2:13][Cl:12])[CH:3]=1. Yields the product BrC1=CC(=C(C#N)C=C1F)O[C@H](CCCl)C1=CC=CC=C1 (4-Bromo-2-[[(1R)-3-chloro-1-phenylpropyl]oxy]-5-fluorobenzonitrile).